This data is from the Open Reaction Database (ORD), a public repository of structured organic reaction records. The task is: describe an organic reaction: reactants, conditions, products, and yield Starting materials: [Cl-].[NH4+] (ammonium chloride), C(C1=CC=CC=C1)C=1C=C(C(=O)OC)C=CC1I (methyl 3-benzyl-4-iodobenzoate), [BH4-].[Li+] (lithium borohydride). Run in O1CCCC1 (tetrahydrofuran), O1CCCC1 (tetrahydrofuran). The product is C(C1=CC=CC=C1)OC=1C=C(CO)C=CC1I (3-benzyloxy-4-iodobenzyl alcohol). Yield: 196.5%. RXN SMILES: C([C:8]1[CH:9]=[C:10]([CH:15]=[CH:16][C:17]=1[I:18])[C:11]([O:13]C)=O)C1C=CC=CC=1.[BH4-].[Li+].[Cl-].[NH4+]>O1CCCC1>[CH2:11]([O:13][C:8]1[CH:9]=[C:10]([CH:15]=[CH:16][C:17]=1[I:18])[CH2:11][OH:13])[C:10]1[CH:15]=[CH:16][CH:17]=[CH:8][CH:9]=1 |f:1.2,3.4|. Procedure: A solution of 139 g (374 mmol) of methyl 3-benzyl-4-iodobenzoate in 550 ml of tetrahydrofuran is added dropwise to a solution of 12.9 g (563 mmol) of lithium borohydride in 150 ml of tetrahydrofuran and the reaction medium is then refluxed for 3 hours. After cooling, 300 ml of saturated aqueous ammonium chloride solution are added and the reaction medium is extracted with ethyl acetate. The organic phase is washed with water, dried over sodium sulfate, filtered and evaporated. 125 g (97%) of 3-b... The reactants are [Na] (Sodium), resultant solution, C[O-].[Na+] (sodium methoxide), ClC1=[N+](C=CC(=C1)[N+](=O)[O-])[O-] (2-chloro-4-nitropyridine-1-oxide). Solvent: CO (methanol), CO (methanol). Run at time 50 hour. Yields the product ClC1=[N+](C=CC(=C1)OC)[O-] (2-chloro-4-methoxypyridine-1-oxide). RXN SMILES: [Na].[CH3:2][O-:3].[Na+].[Cl:5][C:6]1[CH:11]=[C:10]([N+]([O-])=O)[CH:9]=[CH:8][N+:7]=1[O-:15]>CO>[Cl:5][C:6]1[CH:11]=[C:10]([O:3][CH3:2])[CH:9]=[CH:8][N+:7]=1[O-:15] |f:1.2,^1:0|. Procedure: Sodium (0.46 g) is dissolved in absolute methanol (50 ml) and the resultant solution of sodium methoxide is added to a solution of 2-chloro-4-nitropyridine-1-oxide (3.5 g, prepared as described in Example 1) in methanol (10 ml). The reaction mixture is allowed to stand at room temperature for 50 hours and is then subjected to rotary evaporation to give 2-chloro-4-methoxypyridine-1-oxide.